From a dataset of the Open Reaction Database (ORD), a public repository of structured organic reaction records. describe an organic reaction: reactants, conditions, products, and yield Reactants: BrB(Br)Br, COc1cc(C#N)cc(C#N)c1O, ClCCl, Cl, O. Yields the product N#Cc1cc(O)c(O)c(C#N)c1. Reaction SMILES: [B:14]([Br:15])([Br:16])[Br:17].[C:1](#[N:2])[c:3]1[c:4]([OH:13])[c:5]([O:11][CH3:12])[cH:6][c:7]([C:9]#[N:10])[cH:8]1.[Cl:20][CH2:21][Cl:22].[ClH:19].[OH2:18]>>[C:1](#[N:2])[c:3]1[c:4]([OH:13])[c:5]([OH:11])[cH:6][c:7]([C:9]#[N:10])[cH:8]1. Reactants: C(CC)N(CC1CCC2=CC=CC=C12)CCC (N,N-Dipropyl-1-indanmethylamine), C(C(=O)[O-])(=O)[O-] (oxalate). Yields the product C(CC)N(CC1CCC2=CC=C(C=C12)O)CCC (N,N-dipropyl-6-hydroxy-1-indanmethylamine). RXN SMILES: [CH2:1]([N:4]([CH2:15][CH2:16][CH3:17])[CH2:5][CH:6]1[C:14]2[C:9](=[CH:10][CH:11]=[CH:12][CH:13]=2)[CH2:8][CH2:7]1)[CH2:2][CH3:3].C([O-])(=O)C([O-])=[O:20]>>[CH2:15]([N:4]([CH2:1][CH2:2][CH3:3])[CH2:5][CH:6]1[C:14]2[C:9](=[CH:10][CH:11]=[C:12]([OH:20])[CH:13]=2)[CH2:8][CH2:7]1)[CH2:16][CH3:17]. Reported procedure: N,N-Dipropyl-1-indanmethylamine, oxalate. M.P 99°-102° C. (Lu 21-091) Starting materials: NC1=CC=CC=C1 (aniline), C(C=C)Br (allyl bromide), FC(C(=O)NC1=CC=CC=C1)(F)F (trifluoroacetanilide). The product is C(C=C)NC1=CC=CC=C1 (N-Allylaniline). Reaction SMILES: [NH2:1][C:2]1[CH:7]=[CH:6][CH:5]=[CH:4][CH:3]=1.[CH2:8](Br)[CH:9]=[CH2:10].FC(F)(F)C(NC1C=CC=CC=1)=O>>[CH2:10]([NH:1][C:2]1[CH:7]=[CH:6][CH:5]=[CH:4][CH:3]=1)[CH:9]=[CH2:8]. Procedure details: N-Allylaniline [NMR (200 MHz, DMSO-d6): δ3.68 (t, J=5.2 Hz, 2H); 5.10 (d, J=10.2 Hz, 1H); 5.23 (d, J=17.2 Hz, 1H); 5.78 (br s, 1H); 5.75-5.97 (m, 1H); 6.52 (t, J=7.3 Hz, 2H); 6.56 (d, J=7.8 Hz, 2H); 7.06 (t, J=7.3 Hz, 2H)] was prepared from aniline and allyl bromide via trifluoroacetanilide using the general method described by Hodge (Harland, P.A.; Hodge, P; Maughan, W.; Wildsmith, E. Synthesis, 1984, 941). The reactants are CC=1N=C(SC1C(C=O)C)C1=CC=C(C=C1)C(F)(F)F (2-[4-methyl-2-(4-trifluoromethyl-phenyl)-thiazol-5-yl]-propionaldehyde), [BH4-].[Na+] (NaBH4). Solvent: C(C)O (ethanol). Reaction conditions: time 15 minute. Product: CC=1N=C(SC1C(CO)C)C1=CC=C(C=C1)C(F)(F)F (2-[4-Methyl-2-(4-trifluoromethyl-phenyl)-thiazol-5-yl]-propan-1-ol). The yield is 99.4%. Reaction SMILES: [CH3:1][C:2]1[N:3]=[C:4]([C:11]2[CH:16]=[CH:15][C:14]([C:17]([F:20])([F:19])[F:18])=[CH:13][CH:12]=2)[S:5][C:6]=1[CH:7]([CH3:10])[CH:8]=[O:9].[BH4-].[Na+]>C(O)C>[CH3:1][C:2]1[N:3]=[C:4]([C:11]2[CH:16]=[CH:15][C:14]([C:17]([F:20])([F:19])[F:18])=[CH:13][CH:12]=2)[S:5][C:6]=1[CH:7]([CH3:10])[CH2:8][OH:9] |f:1.2|. Reported procedure: To a solution of 2-[4-methyl-2-(4-trifluoromethyl-phenyl)-thiazol-5-yl]-propionaldehyde (2.0 g, 6.68 mmol) in ethanol (30 mL) is added to NaBH4 (0.25 g, 6.6 mmol) in portions at 0° C. The reaction is kept at 0° C. for 15 minutes and warmed up to room temperature for 2 hours. The reaction is quenched using water, extracted with ethyl acetate, dried over sodium sulfate. Concentration and column chromatography on silica gel eluted with hexanes and ethyl acetate yields the title compound (2.0 g).